Dataset: the Open Reaction Database (ORD), a public repository of structured organic reaction records. Task: describe an organic reaction: reactants, conditions, products, and yield Reactants: N=1C=CN2C1C=CC=C2SCCCCN2C(SCC2=O)=O (3-[4-(imidazo[1,2-a]pyridin-5-ylthio)butyl]thiazolidine-2,4-dione), COC1=CC=C(C=C1)CCC=O (3-(4-methoxyphenyl)-1-propanal), N1CCCCC1 (piperidine). Run in C(C)O (ethanol). Yields the product COC1=CC=C(C=C1)CCC=C1C(N(C(S1)=O)CCCCSC1=CC=CC=2N1C=CN2)=O (5-[3-(4-methoxyphenyl)propylidene]-3-[4-(imidazo[1,2-a]pyridin-5-yl-thio)butyl]thiazolidine-2,4-dione). Reaction SMILES: [N:1]1[CH:2]=[CH:3][N:4]2[C:9]([S:10][CH2:11][CH2:12][CH2:13][CH2:14][N:15]3[C:19](=[O:20])[CH2:18][S:17][C:16]3=[O:21])=[CH:8][CH:7]=[CH:6][C:5]=12.[CH3:22][O:23][C:24]1[CH:29]=[CH:28][C:27]([CH2:30][CH2:31][CH:32]=O)=[CH:26][CH:25]=1.N1CCCCC1>C(O)C>[CH3:22][O:23][C:24]1[CH:29]=[CH:28][C:27]([CH2:30][CH2:31][CH:32]=[C:18]2[S:17][C:16](=[O:21])[N:15]([CH2:14][CH2:13][CH2:12][CH2:11][S:10][C:9]3[N:4]4[CH:3]=[CH:2][N:1]=[C:5]4[CH:6]=[CH:7][CH:8]=3)[C:19]2=[O:20])=[CH:26][CH:25]=1. Reported procedure: To a solution of 964 mg (3.0 mmol) of 3-[4-(imidazo[1,2-a]pyridin-5-ylthio)butyl]thiazolidine-2,4-dione and 657 mg (4.0 mmol) of 3-(4-methoxyphenyl)-1-propanal in 20 ml of ethanol, 26 mg (0.3 mmol) of piperidine was added, followed by refluxing for 3.5 hours. After the reaction mixture was cooled, the solvent was distilled off. The residue was dissolved in dichloromethane, washed with purified water and dried, after which the solvent was distilled off. The residue was purified by column chromato... The reactants are ClC1=C(C=CC=C1)C1=C2C=CC(N(C2=CC(=C1)OC)C1=C(C=CC=C1Cl)Cl)=O (5-(2chlorophenyl)-1-(2,6-dichlorophenyl)-7-methoxy-2(1H)-quinolinone), ClC1=C(C=CC=C1)C1=C2C=CC(N(C2=CC(=C1)OC)C1=C(C=CC=C1Cl)Cl)=O (5-(2chlorophenyl)-1-(2,6-dichlorophenyl)-7-methoxy-2(1H)-quinolinone), ClC1=C(C(=CC=C1)Cl)N1C(CCC2=C(C=C(C=C12)O)C1=C(C=C(C=C1)F)F)=O (1-(2,6-dichlorophenyl)-5-(2,4-difluorophenyl)-3,4-dihydro-7-hydroxy-2(1H)-quinolinone). Product: ClC1=C(C=CC=C1)C1=C2C=CC(N(C2=CC(=C1)O)C1=C(C=CC=C1Cl)Cl)=O (5-(2-Chlorophenyl)-1-(2,6-dichlorophenyl)-7-hydroxy-2(1H)-quinolinone). Reaction SMILES: [Cl:1][C:2]1[CH:7]=[CH:6][CH:5]=[CH:4][C:3]=1[C:8]1[CH:17]=[C:16]([O:18]C)[CH:15]=[C:14]2[C:9]=1[CH:10]=[CH:11][C:12](=[O:28])[N:13]2[C:20]1[C:25]([Cl:26])=[CH:24][CH:23]=[CH:22][C:21]=1[Cl:27].ClC1C=CC=C(Cl)C=1N1C2C(=C(C3C=CC(F)=CC=3F)C=C(O)C=2)CCC1=O>>[Cl:1][C:2]1[CH:7]=[CH:6][CH:5]=[CH:4][C:3]=1[C:8]1[CH:17]=[C:16]([OH:18])[CH:15]=[C:14]2[C:9]=1[CH:10]=[CH:11][C:12](=[O:28])[N:13]2[C:20]1[C:21]([Cl:27])=[CH:22][CH:23]=[CH:24][C:25]=1[Cl:26]. Reported procedure: 5-(2-Chlorophenyl)-1-(2,6-dichlorophenyl)-7-hydroxy-2(1H)-quinolinone was prepared from 5-(2chlorophenyl)-1-(2,6-dichlorophenyl)-7-methoxy-2(1H)-quinolinone (INTERMEDIATE 8) by a procedure analogous to that described in INTERMEDIATE 3. Mass spectrum (ESI) 416.05 (M+1). 1H NMR (500 MHz, CDCl3): δ 7.49-7.56 (m, 3H); 7.31-7.41 (m, 5H); 6.63 (d, J=2.0 Hz, 1H); 6.46 (d, J=9.5 Hz, 1H); 5.97 (d, J=2.0 Hz, 1H). Starting materials: CCO, CCOC(=O)c1ccc2c(c1)C(C)(C)CC(c1ccccc1NS(=O)(=O)c1ccccc1F)N2, [Li+], [Na+], [OH-], [OH-], O, O. Reaction SMILES: [CH3:40][CH2:41][OH:42].[F:1][c:2]1[c:3]([S:8](=[O:9])(=[O:10])[NH:11][c:12]2[c:13]([CH:18]3[NH:19][c:20]4[cH:21][cH:22][c:23]([C:30](=[O:31])[O:32][CH2:33][CH3:34])[cH:24][c:25]4[C:26]([CH3:28])([CH3:29])[CH2:27]3)[cH:14][cH:15][cH:16][cH:17]2)[cH:4][cH:5][cH:6][cH:7]1.[Li+:37].[Na+:39].[OH-:36].[OH-:38].[OH2:35].[OH2:43]>>[F:1][c:2]1[c:3]([S:8](=[O:9])(=[O:10])[NH:11][c:12]2[c:13]([CH:18]3[NH:19][c:20]4[cH:21][cH:22][c:23]([C:30](=[O:31])[OH:32])[cH:24][c:25]4[C:26]([CH3:28])([CH3:29])[CH2:27]3)[cH:14][cH:15][cH:16][cH:17]2)[cH:4][cH:5][cH:6][cH:7]1. The product is CC1(C)CC(c2ccccc2NS(=O)(=O)c2ccccc2F)Nc2ccc(C(=O)O)cc21. Reaction SMILES: CO[C:3]([CH:5]1[CH2:10][CH2:9][CH2:8][CH2:7][N:6]1[CH2:11][C:12]1[CH:17]=[CH:16][CH:15]=[CH:14][N:13]=1)=[O:4].O[NH:19][C:20](=[NH:29])[C:21]1[CH:26]=[CH:25][CH:24]=[C:23]([O:27][CH3:28])[CH:22]=1.CC(C)([O-])C.[Na+]>C1(C)C=CC=CC=1.ClCCl>[CH3:28][O:27][C:23]1[CH:22]=[C:21]([C:20]2[N:19]=[C:3]([CH:5]3[CH2:10][CH2:9][CH2:8][CH2:7][N:6]3[CH2:11][C:12]3[CH:17]=[CH:16][CH:15]=[CH:14][N:13]=3)[O:4][N:29]=2)[CH:26]=[CH:25][CH:24]=1 |f:2.3|. Procedure details: 1-Pyridin-2-ylmethyl-piperidine-2-carboxylic acid methyl ester (50 mg, 0.213 mmol) was mixed with N-hydroxy-3-methoxy-benzamidine (29 mg, 0.174 mmol) and sodium tert-butoxide (19 mg, 0.20 mmol) in toluene (0.5 mL) in a sealed vial at 130° C. for 10 min. The reaction mixture was cooled down and diluted with dichloromethane, washed with water. The title compound was purified by silica gel colomn chromatography with 20˜30% ethyl acetate in hexanes to give a colorless oil, 20 mg (32.7%). 1H NMR (CDC... Solvent: C1(=CC=CC=C1)C (toluene), ClCCl (dichloromethane). Reactants: COC(=O)C1N(CCCC1)CC1=NC=CC=C1 (1-Pyridin-2-ylmethyl-piperidine-2-carboxylic acid methyl ester), ONC(C1=CC(=CC=C1)OC)=N (N-hydroxy-3-methoxy-benzamidine), CC(C)([O-])C.[Na+] (sodium tert-butoxide). Yields the product COC=1C=C(C=CC1)C1=NOC(=N1)C1N(CCCC1)CC1=NC=CC=C1 (2-{2-[3-(3-Methoxy-phenyl)-[1,2,4]oxadiazol-5-yl]-piperidin-1-ylmethyl}-pyridine). Starting materials: C1CCOC1, CCOC(=O)CC1CCc2cc(OCCOc3ccc(C)nc3C)ccc21, CCO, Cl, [Li+], [OH-], O. Yields the product Cc1ccc(OCCOc2ccc3c(c2)CCC3CC(=O)O)c(C)n1. Reaction SMILES: [CH2:32]1[O:33][CH2:34][CH2:35][CH2:36]1.[CH3:1][c:2]1[n:3][c:4]([CH3:27])[cH:5][cH:6][c:7]1[O:8][CH2:9][CH2:10][O:11][c:12]1[cH:13][c:14]2[c:18]([cH:19][cH:20]1)[CH:17]([CH2:21][C:22](=[O:23])[O:24][CH2:25][CH3:26])[CH2:16][CH2:15]2.[CH3:37][CH2:38][OH:39].[ClH:31].[Li+:30].[OH-:29].[OH2:28]>>[CH3:1][c:2]1[n:3][c:4]([CH3:27])[cH:5][cH:6][c:7]1[O:8][CH2:9][CH2:10][O:11][c:12]1[cH:13][c:14]2[c:18]([cH:19][cH:20]1)[CH:17]([CH2:21][C:22](=[O:23])[OH:24])[CH2:16][CH2:15]2. The reactants are CCC(CC)Sc1cc2c(cc1Cl)N=CNS2(=O)=O, C1=Nc2ccccc2SN1. Product: CCC(CC)Sc1cc(S(N)(=O)=O)c(N)cc1Cl. Reaction SMILES: [Cl:11][c:12]1[c:13]([S:24][CH:25]([CH2:26][CH3:27])[CH2:28][CH3:29])[cH:14][c:15]2[c:16]([cH:23]1)[N:17]=[CH:18][NH:19][S:20]2(=[O:21])=[O:22].[S:1]1[c:2]2[cH:3][cH:4][cH:5][cH:6][c:7]2[N:8]=[CH:9][NH:10]1>>[Cl:11][c:12]1[c:13]([S:24][CH:25]([CH2:26][CH3:27])[CH2:28][CH3:29])[cH:14][c:15]([S:20]([NH2:19])(=[O:21])=[O:22])[c:16]([NH2:17])[cH:23]1. Starting materials: [BH4-].[Na+] (NaBH4), C(=O)(OC)C1C2CCC(CC1=O)O2 (2-carbomethoxy-8-oxabicyclo(3.2.1)octan-3-one). The solvent is CO (MeOH). Run at time 8 hour. Yields the product C(=O)(OC)C1C2CCC(CC1O)O2 (2-Carbomethoxy-3-hydroxy-8-oxabicyclo(3.2.1)octane). Reaction SMILES: [BH4-].[Na+].[C:3]([CH:7]1[C:13](=[O:14])[CH2:12][CH:11]2[O:15][CH:8]1[CH2:9][CH2:10]2)([O:5][CH3:6])=[O:4]>CO>[C:3]([CH:7]1[CH:13]([OH:14])[CH2:12][CH:11]2[O:15][CH:8]1[CH2:9][CH2:10]2)([O:5][CH3:6])=[O:4] |f:0.1|. Procedure: NaBH4 (2.56 g, 67.7 mmol) was added to a solution of 2-carbomethoxy-8-oxabicyclo(3.2.1)octan-3-one, 3, (5.12 g, 27.8 mmol) in MeOH (100 mL) at −78° C. The reaction mixture was left at room temperature overnight. The solution was concentrated to dryness. The residue was dissolved in water (50 mL), and extracted with CH2Cl2 (100, 2×50 mL). The combined dried (MgSO4) extracts were concentrated to dryness (yield: 3.9 g). By repeated flash column chromatography four isomers were obtained from the res... Reactants: COC(CN1N=CC2=CC(=CC=C12)I)OC (1-(2,2-dimethoxyethyl)-5-iodo-1H-indazole), FC(C1=CC=C(C=C1)C1=CC(NC=C1)=O)(F)F (4-(4-(trifluoromethyl)phenyl)pyridin-2(1H)-one), C(=O)([O-])[O-].[Cs+].[Cs+] (Cs2CO3), OC=1C=CC=C2C=CC=NC12 (8-hydroxyquinoline). Reagents/catalysts: [Cu]I (CuI). Run in CS(=O)C (DMSO). Reaction conditions: temperature 115 celsius, time 15 hour. The product is COC(CN1N=CC2=CC(=CC=C12)N1C(C=C(C=C1)C1=CC=C(C=C1)C(F)(F)F)=O)OC (1-(1-(2,2-Dimethoxyethyl)-1H-indazol-5-yl)-4-(4-(trifluoromethyl)phenyl)pyridin-2(1H)-one). Isolated yield 78.8%. Reaction SMILES: [CH3:1][O:2][CH:3]([O:15][CH3:16])[CH2:4][N:5]1[C:13]2[C:8](=[CH:9][C:10](I)=[CH:11][CH:12]=2)[CH:7]=[N:6]1.[F:17][C:18]([F:33])([F:32])[C:19]1[CH:24]=[CH:23][C:22]([C:25]2[CH:30]=[CH:29][NH:28][C:27](=[O:31])[CH:26]=2)=[CH:21][CH:20]=1.C([O-])([O-])=O.[Cs+].[Cs+].OC1C=CC=C2C=1N=CC=C2>CS(C)=O.[Cu]I>[CH3:1][O:2][CH:3]([O:15][CH3:16])[CH2:4][N:5]1[C:13]2[C:8](=[CH:9][C:10]([N:28]3[CH:29]=[CH:30][C:25]([C:22]4[CH:21]=[CH:20][C:19]([C:18]([F:32])([F:33])[F:17])=[CH:24][CH:23]=4)=[CH:26][C:27]3=[O:31])=[CH:11][CH:12]=2)[CH:7]=[N:6]1 |f:2.3.4|. Procedure details: A suspension of 1-(2,2-dimethoxyethyl)-5-iodo-1H-indazole (458 mg, 1.38 mmol), 4-(4-(trifluoromethyl)phenyl)pyridin-2(1H)-one (330 mg, 1.38 mmol), Cs2CO3 (997 mg, 3.06 mmol), 8-hydroxyquinoline (42 mg, 0.29 mmol) and CuI (311 g, 163 mmol) in DMSO (5 mL) was evacuated for 30 minutes under high vacuum then backfilled with argon. The mixture was stirred under argon at 115° C. for 15 h and then allowed to cool. The mixture was diluted with 10% NH4OH in H2O (40 mL) and extracted with EtOAc (4×50 mL).... Starting materials: COC(=O)c1ccc(SCCNC(=O)OC(C)(C)C)cc1, ClCCl, Cl, C1COCCO1. Yields the product Cl, COC(=O)c1ccc(SCCN)cc1. RXN SMILES: [C:1]([O:2][C:3](=[O:4])[NH:8][CH2:9][CH2:10][S:11][c:12]1[cH:13][cH:14][c:15]([C:16](=[O:17])[O:18][CH3:19])[cH:20][cH:21]1)([CH3:5])([CH3:6])[CH3:7].[Cl:29][CH2:30][Cl:31].[ClH:22].[O:23]1[CH2:24][CH2:25][O:26][CH2:27][CH2:28]1>>[ClH:22].[NH2:8][CH2:9][CH2:10][S:11][c:12]1[cH:13][cH:14][c:15]([C:16](=[O:17])[O:18][CH3:19])[cH:20][cH:21]1. Starting materials: O=C(O)Cc1ccc(Cl)c(Cl)c1, c1ccc(C(CN2CCC(OC3CCCCO3)C2)NOC2CCCCO2)cc1. The product is O=C(Cc1ccc(Cl)c(Cl)c1)N(OC1CCCCO1)C(CN1CCC(OC2CCCCO2)C1)c1ccccc1. RXN SMILES: [Cl:29][c:30]1[cH:31][c:32]([CH2:37][C:38](=[O:39])[OH:40])[cH:33][cH:34][c:35]1[Cl:36].[c:1]1([CH:7]([CH2:8][N:9]2[CH2:10][CH:11]([O:14][CH:15]3[O:16][CH2:17][CH2:18][CH2:19][CH2:20]3)[CH2:12][CH2:13]2)[NH:21][O:22][CH:23]2[O:24][CH2:25][CH2:26][CH2:27][CH2:28]2)[cH:2][cH:3][cH:4][cH:5][cH:6]1>>[c:1]1([CH:7]([CH2:8][N:9]2[CH2:10][CH:11]([O:14][CH:15]3[O:16][CH2:17][CH2:18][CH2:19][CH2:20]3)[CH2:12][CH2:13]2)[N:21]([O:22][CH:23]2[O:24][CH2:25][CH2:26][CH2:27][CH2:28]2)[C:38]([CH2:37][c:32]2[cH:31][c:30]([Cl:29])[c:35]([Cl:36])[cH:34][cH:33]2)=[O:39])[cH:2][cH:3][cH:4][cH:5][cH:6]1.